Dataset: the Open Reaction Database (ORD), a public repository of structured organic reaction records. Task: describe an organic reaction: reactants, conditions, products, and yield Starting materials: COc1cc(C(=O)OC(C)(C)C)cc(N2CCCC2=O)n1, Cl, C1COCCO1. Yields the product COc1cc(C(=O)O)cc(N2CCCC2=O)n1. RXN SMILES: [CH3:1][O:2][c:3]1[n:4][c:5]([N:16]2[C:17](=[O:21])[CH2:18][CH2:19][CH2:20]2)[cH:6][c:7]([C:9](=[O:10])[O:11][C:12]([CH3:13])([CH3:14])[CH3:15])[cH:8]1.[ClH:22].[O:23]1[CH2:24][CH2:25][O:26][CH2:27][CH2:28]1>>[CH3:1][O:2][c:3]1[n:4][c:5]([N:16]2[C:17](=[O:21])[CH2:18][CH2:19][CH2:20]2)[cH:6][c:7]([C:9](=[O:10])[OH:11])[cH:8]1.